From a dataset of the Open Reaction Database (ORD), a public repository of structured organic reaction records. describe an organic reaction: reactants, conditions, products, and yield Starting materials: BrC1=CC=C(OC2=CC=CC=3C(C4=C(C=CC=C4C(C23)=O)OC2=CC=C(C=C2)Br)=O)C=C1 (1,5-bis(4-bromophenoxy)anthraquinone), [OH-].[K+] (potassium hydroxide), C1(=CC=C(C=C1)S)C (4-toluenethiol). Run in CN(C)C=O (DMF). Conditions: temperature 110 celsius. The product is CC1=CC=C(C=C1)SC1=CC=CC=2C(C3=C(C=CC=C3C(C12)=O)SC1=CC=C(C=C1)C)=O (1,5-bis(4-methylphenylthio)anthraquinone). RXN SMILES: BrC1C=CC(O[C:7]2[C:20]3[C:19](=[O:21])[C:18]4[C:13](=[C:14](OC5C=CC(Br)=CC=5)[CH:15]=[CH:16][CH:17]=4)[C:12](=[O:30])[C:11]=3[CH:10]=[CH:9][CH:8]=2)=CC=1.[OH-].[K+].[C:35]1([CH3:42])[CH:40]=[CH:39][C:38]([SH:41])=[CH:37][CH:36]=1>CN(C=O)C>[CH3:42][C:35]1[CH:40]=[CH:39][C:38]([S:41][C:7]2[C:20]3[C:19](=[O:21])[C:18]4[C:13](=[C:14]([S:41][C:38]5[CH:39]=[CH:40][C:35]([CH3:42])=[CH:36][CH:37]=5)[CH:15]=[CH:16][CH:17]=4)[C:12](=[O:30])[C:11]=3[CH:10]=[CH:9][CH:8]=2)=[CH:37][CH:36]=1 |f:1.2|. Procedure details: 10 parts of 1,5-bis(4-bromophenoxy)anthraquinone, 8 parts of potassium hydroxide, and 9 parts of 4-toluenethiol were added to 100 parts of DMF, and the mixture was stirred under heat at 110° C. for 3 hours. The precipitated solid after cooling was filtered, washed, and dried, to give 6.5 parts of an intermediate (1,5-bis(4-methylphenylthio)anthraquinone). Reported procedure: The compound obtained in (2) above (10.9 gm) was added to 6 ml of cold concentrated sulfuric acid, and to the mixture was dropwise added 5.8 gm of potassium nitrate in 15 ml of concentrated sulfuric acid, while maintaining the internal temperature below 5° C. After the addition, the mixture was stirred for a further 20 minutes. The reaction product was poured into ice-cold water and extracted with ethyl acetate. The ethyl acetate layer was dried over anhydrous sodium sulfate and the solvent was ... Reaction conditions: time 20 minute. Reaction SMILES: [F:1][C:2]1[CH:7]=[CH:6][C:5]([CH2:8][CH2:9][CH2:10][C:11]([O:13][CH3:14])=[O:12])=[CH:4][C:3]=1[CH3:15].[N+:16]([O-])([O-:18])=[O:17].[K+]>S(=O)(=O)(O)O>[F:1][C:2]1[CH:7]=[C:6]([N+:16]([O-:18])=[O:17])[C:5]([CH2:8][CH2:9][CH2:10][C:11]([O:13][CH3:14])=[O:12])=[CH:4][C:3]=1[CH3:15] |f:1.2|. Starting materials: FC1=C(C=C(C=C1)CCCC(=O)OC)C (Methyl 4-(4-fluoro-3-methylphenyl)butanoate), [N+](=O)([O-])[O-].[K+] (potassium nitrate). Product: FC1=C(C=C(C(=C1)[N+](=O)[O-])CCCC(=O)OC)C (Methyl 4-(4-fluoro-3-methyl-6-nitrophenyl)butanoate). The solvent is S(O)(O)(=O)=O (sulfuric acid), S(O)(O)(=O)=O (sulfuric acid). Starting materials: COC=1C=C2C(N(C(C2=CC1NS(=O)(=O)C)=O)CC(=O)OC)=O (methyl 2-(5-methoxy-6-(methylsulfonamido)-1,3-dioxoisoindolin-2-yl)acetate), Cl (HCl), Cl (HCl). Run in O1CCOCC1 (dioxane). Run at time 8 hour. Product: COC=1C=C2C(N(C(C2=CC1NS(=O)(=O)C)=O)CC(=O)O)=O (2-(5-methoxy-6-(methylsulfonamido)-1,3-dioxoisoindolin-2-yl)acetic acid). Yield: 95.4%. RXN SMILES: [CH3:1][O:2][C:3]1[CH:4]=[C:5]2[C:9](=[CH:10][C:11]=1[NH:12][S:13]([CH3:16])(=[O:15])=[O:14])[C:8](=[O:17])[N:7]([CH2:18][C:19]([O:21]C)=[O:20])[C:6]2=[O:23].Cl>O1CCOCC1>[CH3:1][O:2][C:3]1[CH:4]=[C:5]2[C:9](=[CH:10][C:11]=1[NH:12][S:13]([CH3:16])(=[O:15])=[O:14])[C:8](=[O:17])[N:7]([CH2:18][C:19]([OH:21])=[O:20])[C:6]2=[O:23]. Procedure: To a solution of methyl 2-(5-methoxy-6-(methylsulfonamido)-1,3-dioxoisoindolin-2-yl)acetate (0.200 g, 0.584 mmol) in dioxane (10 ml), aqueous 37% HCl (3.5 ml) was added, and the mixture was stirred at room temperature overnight. Additional aqueous 37% HCl (4 ml) was added over 30 hours with stirring the reaction at room temperature. The volatiles were removed under vacuum affording 2-(5-methoxy-6-(methylsulfonamido)-1,3-dioxoisoindolin-2-yl)acetic acid (0.183 g, 0.557 mmol, 95% yield). MS/ESI+ 3... Reactants: C(=O)(O)C=1C=C2C(=CNC2=CC1)C1=CCN(CC1)C (5-carboxy-3-(1-methyl-1,2,5,6-tetrahydropyridin-4-yl)-1H-indole), S(O)(O)(=O)=O (sulfuric acid), C(C)O (ethanol), [OH-].[NH4+] (ammonium hydroxide), O (water). The product is C(C)OC(=O)C=1C=C2C(=CNC2=CC1)C1=CCN(CC1)C (5-ethoxycarbonyl-3-(1-methyl-1,2,5,6-tetrahydro-pyridin-4-yl)-1H-indole). Yield: 42.0%. Reaction SMILES: [C:1]([C:4]1[CH:5]=[C:6]2[C:10](=[CH:11][CH:12]=1)[NH:9][CH:8]=[C:7]2[C:13]1[CH2:18][CH2:17][N:16]([CH3:19])[CH2:15][CH:14]=1)([OH:3])=[O:2].S(=O)(=O)(O)O.O.[OH-].[NH4+].[CH2:28](O)[CH3:29]>>[CH2:28]([O:2][C:1]([C:4]1[CH:5]=[C:6]2[C:10](=[CH:11][CH:12]=1)[NH:9][CH:8]=[C:7]2[C:13]1[CH2:18][CH2:17][N:16]([CH3:19])[CH2:15][CH:14]=1)=[O:3])[CH3:29] |f:3.4|. Reported procedure: A solution of 0.513 gm (2 mMol) 5-carboxy-3-(1-methyl-1,2,5,6-tetrahydropyridin-4-yl)-1H-indole in 5.1 mL ethanol was cooled in an ice bath while 0.51 mL sulfuric acid was added dropwise. The resulting mixture was heated at reflux for 5 hours. The now homogeneous solution was poured into 50 mL cold water and was then made basic with saturated ammonium hydroxide. The light yellow precipitate was collected by filtration and then recrystallized from ethanol to provide 0.24 gm (42%) of the desired c... The reactants are ClC(Cl)Cl, O=C(OO)c1cccc(Cl)c1, ClCCl, O=c1ccc2ncc(F)cc2[nH]1. The product is O=c1ccc2c(cc(F)c[n+]2[O-])[nH]1. As a reaction SMILES: [CH:24]([Cl:25])([Cl:26])[Cl:27].[Cl:13][c:14]1[cH:15][c:16]([C:21](=[O:18])[O:22][OH:23])[cH:17][cH:19][cH:20]1.[Cl:28][CH2:29][Cl:30].[F:1][c:2]1[cH:3][n:4][c:5]2[cH:6][cH:7][c:8](=[O:12])[nH:9][c:10]2[cH:11]1>>[F:1][c:2]1[cH:3][n+:4]([O-:18])[c:5]2[cH:6][cH:7][c:8](=[O:12])[nH:9][c:10]2[cH:11]1. Reactants: CC(C)(C(=O)O)c1cccc(B(O)O)c1, O=C([O-])[O-], COCCOC, COc1nc(Cl)cc(NCC2CN(C)c3ccccc3O2)n1, [Cs+], [Cs+], O, c1ccc(P(c2ccccc2)(c2ccccc2)[Pd](P(c2ccccc2)(c2ccccc2)c2ccccc2)(P(c2ccccc2)(c2ccccc2)c2ccccc2)P(c2ccccc2)(c2ccccc2)c2ccccc2)cc1. Product: COc1nc(NCC2CN(C)c3ccccc3O2)cc(-c2cccc(C(C)(C)C(=O)O)c2)n1. RXN SMILES: [C:23](=[O:24])([OH:25])[C:26]([CH3:27])([CH3:28])[c:29]1[cH:30][c:31]([B:35]([OH:36])[OH:37])[cH:32][cH:33][cH:34]1.[C:38](=[O:39])([O-:40])[O-:41].[CH3:44][O:45][CH2:46][CH2:47][O:48][CH3:49].[Cl:1][c:2]1[cH:3][c:4]([NH:10][CH2:11][CH:12]2[O:13][c:14]3[c:15]([cH:19][cH:20][cH:21][cH:22]3)[N:16]([CH3:18])[CH2:17]2)[n:5][c:6]([O:8][CH3:9])[n:7]1.[Cs+:42].[Cs+:43].[OH2:50].[cH:51]1[cH:52][cH:53][c:54]([P:55]([Pd:56]([P:57]([c:58]2[cH:59][cH:60][cH:61][cH:62][cH:63]2)([c:64]2[cH:65][cH:66][cH:67][cH:68][cH:69]2)[c:70]2[cH:71][cH:72][cH:73][cH:74][cH:75]2)([P:76]([c:77]2[cH:78][cH:79][cH:80][cH:81][cH:82]2)([c:83]2[cH:84][cH:85][cH:86][cH:87][cH:88]2)[c:89]2[cH:90][cH:91][cH:92][cH:93][cH:94]2)[P:95]([c:96]2[cH:97][cH:98][cH:99][cH:100][cH:101]2)([c:102]2[cH:103][cH:104][cH:105][cH:106][cH:107]2)[c:108]2[cH:109][cH:110][cH:111][cH:112][cH:113]2)([c:114]2[cH:115][cH:116][cH:117][cH:118][cH:119]2)[c:120]2[cH:121][cH:122][cH:123][cH:124][cH:125]2)[cH:126][cH:127]1>>[c:2]1(-[c:31]2[cH:30][c:29]([C:26]([C:23](=[O:24])[OH:25])([CH3:27])[CH3:28])[cH:34][cH:33][cH:32]2)[cH:3][c:4]([NH:10][CH2:11][CH:12]2[O:13][c:14]3[c:15]([cH:19][cH:20][cH:21][cH:22]3)[N:16]([CH3:18])[CH2:17]2)[n:5][c:6]([O:8][CH3:9])[n:7]1. The reactants are CCOC(=O)C(C)=P(c1ccccc1)(c1ccccc1)c1ccccc1, CCC(C)(C)C1CCC(C=O)CC1, Cc1ccccc1, O=C(O)c1ccccc1. Yields the product CCOC(=O)C(C)=CC1CCC(C(C)(C)CC)CC1. Reaction SMILES: [C:14](=[O:15])([O:16][CH2:17][CH3:18])[C:19]([CH3:20])=[P:21]([c:22]1[cH:23][cH:24][cH:25][cH:26][cH:27]1)([c:28]1[cH:29][cH:30][cH:31][cH:32][cH:33]1)[c:34]1[cH:35][cH:36][cH:37][cH:38][cH:39]1.[C:1]([CH3:2])([CH3:3])([CH2:4][CH3:5])[CH:6]1[CH2:7][CH2:8][CH:9]([CH:12]=[O:13])[CH2:10][CH2:11]1.[CH3:49][c:50]1[cH:51][cH:52][cH:53][cH:54][cH:55]1.[OH:40][C:41]([c:42]1[cH:43][cH:44][cH:45][cH:46][cH:47]1)=[O:48]>>[C:1]([CH3:2])([CH3:3])([CH2:4][CH3:5])[CH:6]1[CH2:7][CH2:8][CH:9]([CH:12]=[C:19]([C:14](=[O:15])[O:16][CH2:17][CH3:18])[CH3:20])[CH2:10][CH2:11]1. Starting materials: O=C(n1ccnc1)n1ccnc1, CN1CCN(c2cccc(C3Nc4ccc(C(=O)O)cc4CC3(C)C)c2)C(=O)C1=O, CN(C)C=O, NS(=O)(=O)C1CC1, [H-], [Na+]. Yields the product CN1CCN(c2cccc(C3Nc4ccc(C(=O)NS(=O)(=O)C5CC5)cc4CC3(C)C)c2)C(=O)C1=O. As a reaction SMILES: [C:40]([n:41]1[cH:42][cH:43][n:44][cH:45]1)([n:46]1[cH:47][cH:48][n:49][cH:50]1)=[O:51].[CH3:10][C:11]1([CH3:39])[CH:12]([c:24]2[cH:25][c:26]([N:30]3[C:31](=[O:38])[C:32](=[O:37])[N:33]([CH3:36])[CH2:34][CH2:35]3)[cH:27][cH:28][cH:29]2)[NH:13][c:14]2[cH:15][cH:16][c:17]([C:21](=[O:22])[OH:23])[cH:18][c:19]2[CH2:20]1.[CH3:52][N:53]([CH3:54])[CH:55]=[O:56].[CH:3]1([S:6](=[O:7])(=[O:8])[NH2:9])[CH2:4][CH2:5]1.[H-:1].[Na+:2]>>[CH:3]1([S:6](=[O:7])(=[O:8])[NH:9][C:21]([c:17]2[cH:16][cH:15][c:14]3[c:19]([cH:18]2)[CH2:20][C:11]([CH3:10])([CH3:39])[CH:12]([c:24]2[cH:25][c:26]([N:30]4[C:31](=[O:38])[C:32](=[O:37])[N:33]([CH3:36])[CH2:34][CH2:35]4)[cH:27][cH:28][cH:29]2)[NH:13]3)=[O:22])[CH2:4][CH2:5]1. Reactants: CC(SC(CO)CO)C(O)(Cn1cncn1)c1cc(F)ccc1F, N#Cc1ccc(C=CC=CC=O)c(F)c1, O, Cc1ccc(S(=O)(=O)O)cc1. The product is CC(SC1COC(C=CC=Cc2ccc(C#N)cc2F)OC1)C(O)(Cn1cncn1)c1cc(F)ccc1F. RXN SMILES: [F:1][c:2]1[c:3]([C:9]([CH2:10][n:11]2[n:12][cH:13][n:14][cH:15]2)([CH:16]([CH3:17])[S:18][CH:19]([CH2:20][OH:21])[CH2:22][OH:23])[OH:24])[cH:4][c:5]([F:8])[cH:6][cH:7]1.[F:25][c:26]1[cH:27][c:28]([C:29]#[N:30])[cH:31][cH:32][c:33]1[CH:34]=[CH:35][CH:36]=[CH:37][CH:38]=[O:39].[OH2:40].[c:41]1([CH3:42])[cH:43][cH:44][c:45]([S:46]([OH:47])(=[O:48])=[O:49])[cH:50][cH:51]1>>[F:1][c:2]1[c:3]([C:9]([CH2:10][n:11]2[n:12][cH:13][n:14][cH:15]2)([CH:16]([CH3:17])[S:18][CH:19]2[CH2:20][O:21][CH:38]([CH:37]=[CH:36][CH:35]=[CH:34][c:33]3[c:26]([F:25])[cH:27][c:28]([C:29]#[N:30])[cH:31][cH:32]3)[O:23][CH2:22]2)[OH:24])[cH:4][c:5]([F:8])[cH:6][cH:7]1. The reactants are ClC1=NC(=NC(=C1)Cl)N1CCOCC1 (4,6-dichloro-2-morpholinopyrimidine), FC(C=1C(=NC=CC1)N1CCNCC1)(F)F (1-(3-trifluoromethyl-pyridin-2-yl)-piperazine), ClC=1C=C(C=CC1F)B(O)O (3-chloro-4-fluorophenylboronic acid), [O-]P(=O)([O-])[O-].[K+].[K+].[K+] (K3PO4), [O-]P(=O)([O-])[O-].[K+].[K+].[K+] (K3PO4), Cl (HCl). Conditions: temperature 90 celsius. Product: ClC=1C=C(C=CC1F)C1=NC(=NC(=C1)N1CCN(CC1)C1=NC=CC=C1C(F)(F)F)N1CCOCC1 (4-{4-(3-chloro-4-fluoro-phenyl)-6-[4-(3-trifluoromethyl-pyridin-2-yl)-piperazin-1-yl]-pyrimidin-2-yl}-morpholine). As a reaction SMILES: Cl[C:2]1[CH:7]=[C:6](Cl)[N:5]=[C:4]([N:9]2[CH2:14][CH2:13][O:12][CH2:11][CH2:10]2)[N:3]=1.[F:15][C:16]([F:30])([F:29])[C:17]1[C:18]([N:23]2[CH2:28][CH2:27][NH:26][CH2:25][CH2:24]2)=[N:19][CH:20]=[CH:21][CH:22]=1.[O-]P([O-])([O-])=O.[K+].[K+].[K+].[Cl:39][C:40]1[CH:41]=[C:42](B(O)O)[CH:43]=[CH:44][C:45]=1[F:46].Cl>>[Cl:39][C:40]1[CH:41]=[C:42]([C:2]2[CH:7]=[C:6]([N:26]3[CH2:25][CH2:24][N:23]([C:18]4[C:17]([C:16]([F:15])([F:29])[F:30])=[CH:22][CH:21]=[CH:20][N:19]=4)[CH2:28][CH2:27]3)[N:5]=[C:4]([N:9]3[CH2:14][CH2:13][O:12][CH2:11][CH2:10]3)[N:3]=2)[CH:43]=[CH:44][C:45]=1[F:46] |f:2.3.4.5|. Reported procedure: To a rubber-septum-capped vial containing 4,6-dichloro-2-morpholinopyrimidine (0.2 M in dioxane, 0.25 mL) and 1-(3-trifluoromethyl-pyridin-2-yl)-piperazine (0.2 M in dioxane, 0.28 mL) (Oakwood Products, Inc., West Columbia, S.C.) add aqueous K3PO4 (0.5 M, 0.125 mL). Heat the mixture at 90° C. for 24 hours. After cooling, add 3-chloro-4-fluorophenylboronic acid (0.2 M in dioxane, 0.35 mL) and K3PO4 (0.5 M in water, 0.10 mL) and flush the vial with argon. Add Pd(PPh3)4 (0.01 M in toluene, 0.125 mL...